This data is from the Open Reaction Database (ORD), a public repository of structured organic reaction records. The task is: describe an organic reaction: reactants, conditions, products, and yield The reactants are C(CCCCC)OC1=CC=C(C=C1)N1CCC(CC1)=O (1-(4-n-Hexyloxyphenyl)-4-piperidone), C(C)OC(=O)C1=CC=C(C=C1)N1CCNCC1 (1-(4-Ethoxycarbonylphenyl)piperazine), C(#N)[BH3-].[Na+] (Sodium cyanoborohydride), O (Water), ketone. The reagents and catalysts are CC([O-])C.[Ti+4].CC([O-])C.CC([O-])C.CC([O-])C (titanium(IV) isopropoxide). The solvent is C(C)O (ethanol). Run at time 1 hour. Yields the product C(CCCCC)OC1=CC=C(C=C1)N1CCC(CC1)N1CCN(CC1)C1=CC=C(C(=O)OCC)C=C1 (Ethyl 4-[4-[1-(4-n-hexyloxyphenyl)piperidin-4-yl]piperazin-1-yl]benzoate). Yield: 22.4%. Reaction SMILES: [CH2:1]([O:7][C:8]1[CH:13]=[CH:12][C:11]([N:14]2[CH2:19][CH2:18][C:17](=O)[CH2:16][CH2:15]2)=[CH:10][CH:9]=1)[CH2:2][CH2:3][CH2:4][CH2:5][CH3:6].[CH2:21]([O:23][C:24]([C:26]1[CH:31]=[CH:30][C:29]([N:32]2[CH2:37][CH2:36][NH:35][CH2:34][CH2:33]2)=[CH:28][CH:27]=1)=[O:25])[CH3:22].C([BH3-])#N.[Na+].O>C(O)C.CC(C)[O-].[Ti+4].CC(C)[O-].CC(C)[O-].CC(C)[O-]>[CH2:1]([O:7][C:8]1[CH:13]=[CH:12][C:11]([N:14]2[CH2:19][CH2:18][CH:17]([N:35]3[CH2:34][CH2:33][N:32]([C:29]4[CH:28]=[CH:27][C:26]([C:24]([O:23][CH2:21][CH3:22])=[O:25])=[CH:31][CH:30]=4)[CH2:37][CH2:36]3)[CH2:16][CH2:15]2)=[CH:10][CH:9]=1)[CH2:2][CH2:3][CH2:4][CH2:5][CH3:6] |f:2.3,6.7.8.9.10|. Procedure details: A mixture of 1-(4-n-Hexyloxyphenyl)-4-piperidone (0.823 g), 1-(4-Ethoxycarbonylphenyl)piperazine (0.7 g), and titanium(IV) isopropoxide (1.11 ml) was stirred at room temperature. After 1 hour, the IR spectrum of the mixture showed no ketone band, and the viscous solution was diluted with absolute ethanol (3 ml). Sodium cyanoborohydride (0.121 g) was added, and the solution was stirred for 3 hours. Water (3 ml) was added with stirring, and the resulting in organic precipitate was filtered and was...